Dataset: the Open Reaction Database (ORD), a public repository of structured organic reaction records. Task: describe an organic reaction: reactants, conditions, products, and yield The reactants are ClC=1C(=CC2=C(SC3=C2CCCC3)C1Cl)OC (3,4-dichloro-6,7,8,9-tetrahydro-2-methoxy dibenzothiophene), Cl.N1=CC=CC=C1 (pyridine hydrochloride). Reaction conditions: time 2 hour. Product: ClC=1C(=CC2=C(SC3=C2CCCC3)C1Cl)O (3,4-dichloro-6,7,8,9-tetrahydro-2-hydroxydibenzothiophene). Yield: 90.1%. Reaction SMILES: [Cl:1][C:2]1[C:3]([O:16]C)=[CH:4][C:5]2[C:9]3[CH2:10][CH2:11][CH2:12][CH2:13][C:8]=3[S:7][C:6]=2[C:14]=1[Cl:15].Cl.N1C=CC=CC=1>>[Cl:1][C:2]1[C:3]([OH:16])=[CH:4][C:5]2[C:9]3[CH2:10][CH2:11][CH2:12][CH2:13][C:8]=3[S:7][C:6]=2[C:14]=1[Cl:15] |f:1.2|. Procedure: A mixture of 4.2 g of 3,4-dichloro-6,7,8,9-tetrahydro-2-methoxy dibenzothiophene and 40 g of pyridine hydrochloride is stirred at 190°-195° under nitrogen for 2 hours. The cooled mixture is triturated with water and the solid product is collected. Recrystallization from ether-pentane after decolorization with charcoal gave 3.6 g of 3,4-dichloro-6,7,8,9-tetrahydro-2-hydroxydibenzothiophene as off-white crystals, mp 103°-105°. Reactants: ClC1=C(C(=CC=C1)Cl)N=C1NCCN1 (2-(2,6-dichlorophenyl-imino)-imidazolidine), ClCC1CC1 (chloromethyl-cyclopropane), C([O-])([O-])=O.[Na+].[Na+] (sodium carbonate). Solvent: C1(=CC=CC=C1)C (toluene). Yields the product C1(CC1)CN(C1=C(C=CC=C1Cl)Cl)C=1NCCN1 (2-[N-(cyclopropyl-methyl)-N-(2,6-dichloro-phenyl)-amino]-2-imidazoline). Yield: 10.6%. Reaction SMILES: [Cl:1][C:2]1[CH:7]=[CH:6][CH:5]=[C:4]([Cl:8])[C:3]=1[N:9]=[C:10]1[NH:14][CH2:13][CH2:12][NH:11]1.Cl[CH2:16][CH:17]1[CH2:19][CH2:18]1.C(=O)([O-])[O-].[Na+].[Na+]>C1(C)C=CC=CC=1>[CH:17]1([CH2:16][N:9]([C:10]2[NH:14][CH2:13][CH2:12][N:11]=2)[C:3]2[C:4]([Cl:8])=[CH:5][CH:6]=[CH:7][C:2]=2[Cl:1])[CH2:19][CH2:18]1 |f:2.3.4|. Reported procedure: A mixture consisting of 6.9 gm (0.03 mol) of 2-(2,6-dichlorophenyl-imino)-imidazolidine, 2.9 gm (110% of stoichiometrically required amount) or chloromethyl-cyclopropane, 4 gm of sodium carbonate and 50 ml of absolute toluene was refluxed for 32 hours, while stirring. Thereafter, the reaction solution was evaporated to dryness in vacuo, and the residue was dissolved in about 1N hydrochloric acid. The resulting acidic solution was extracted several times with ether, and the ethereal extracts were...